This data is from the Open Reaction Database (ORD), a public repository of structured organic reaction records. The task is: describe an organic reaction: reactants, conditions, products, and yield Starting materials: BrC=1C=NC(=NC1)N1CCNCC1 (5-bromo-2-(piperazin-1-yl)pyrimidine), C(=O)([O-])[O-].[K+].[K+] (K2CO3), O (water), BrCCO (2-bromoethanol). The solvent is CC(=O)C (acetone). Product: BrC=1C=NC(=NC1)N1CCN(CC1)CCO (2-(4-(5-bromopyrimidin-2-yl)piperazin-1-yl)ethanol). Yield: 46.2%. Reaction SMILES: [Br:1][C:2]1[CH:3]=[N:4][C:5]([N:8]2[CH2:13][CH2:12][NH:11][CH2:10][CH2:9]2)=[N:6][CH:7]=1.C([O-])([O-])=O.[K+].[K+].Br[CH2:21][CH2:22][OH:23].O>CC(C)=O>[Br:1][C:2]1[CH:3]=[N:4][C:5]([N:8]2[CH2:9][CH2:10][N:11]([CH2:21][CH2:22][OH:23])[CH2:12][CH2:13]2)=[N:6][CH:7]=1 |f:1.2.3|. Procedure details: To a solution of 5-bromo-2-(piperazin-1-yl)pyrimidine (0.20 g, 0.83 mmol) in acetone (10.0 mL) was added K2CO3 (0.58 g, 4.17 mmol) followed by the addition of 2-bromoethanol (0.01 g, 1.66 mmol). The resulting reaction mixture was heated to reflux for 3 h. After the completion of reaction (TLC monitoring), the reaction mixture was cooled, added water and extracted with EtOAc (2×100 mL). The combined organics was washed with brine, dried (Na2SO4), filtered and concentrated. The crude residue was p...